This data is from the Open Reaction Database (ORD), a public repository of structured organic reaction records. The task is: describe an organic reaction: reactants, conditions, products, and yield The reactants are C, CC(C)(C)OC(=O)N1CC(=O)C1, CNC, CC(=O)O, CO, C1CCOC1, [Pd]. The product is CN(C)C1CN(C(=O)OC(C)(C)C)C1. As a reaction SMILES: [C:27].[C:4](=[O:5])([O:6][C:7]([CH3:8])([CH3:9])[CH3:10])[N:11]1[CH2:12][C:13](=[O:15])[CH2:14]1.[CH3:1][NH:2][CH3:3].[CH3:21][C:22](=[O:23])[OH:24].[CH3:25][OH:26].[O:16]1[CH2:17][CH2:18][CH2:19][CH2:20]1.[Pd:28]>>[CH3:1][N:2]([CH3:3])[CH:13]1[CH2:12][N:11]([C:4](=[O:5])[O:6][C:7]([CH3:8])([CH3:9])[CH3:10])[CH2:14]1.